This data is from the Open Reaction Database (ORD), a public repository of structured organic reaction records. The task is: describe an organic reaction: reactants, conditions, products, and yield The reactants are BrC1=CC=C2C(=CC(OC2=C1)=O)OS(=O)(=O)C(F)(F)F (7-Bromo-4-(trifluoromethanesulfonyloxy)coumarin), ClC1=C(C=CC(=C1)Cl)B(O)O (2,4-dichlorophenyl boronic acid), C(=O)([O-])[O-].[Na+].[Na+] (Na2CO3). The reagents and catalysts are C=1C=CC(=CC1)[P](C=2C=CC=CC2)(C=3C=CC=CC3)[Pd]([P](C=4C=CC=CC4)(C=5C=CC=CC5)C=6C=CC=CC6)([P](C=7C=CC=CC7)(C=8C=CC=CC8)C=9C=CC=CC9)[P](C=1C=CC=CC1)(C=1C=CC=CC1)C=1C=CC=CC1 ((Ph3P)4Pd). The solvent is C1CCOC1 (THF). Reaction conditions: temperature 70 celsius. The product is BrC1=CC=C2C(=CC(OC2=C1)=O)C1=C(C=C(C=C1)Cl)Cl (7-Bromo-4-(2,4-dichlorophenyl)coumarin). The yield is 67.9%. As a reaction SMILES: [Br:1][C:2]1[CH:11]=[C:10]2[C:5]([C:6](OS(C(F)(F)F)(=O)=O)=[CH:7][C:8](=[O:12])[O:9]2)=[CH:4][CH:3]=1.[Cl:21][C:22]1[CH:27]=[C:26]([Cl:28])[CH:25]=[CH:24][C:23]=1B(O)O.C([O-])([O-])=O.[Na+].[Na+]>C1COCC1.C1C=CC([P]([Pd]([P](C2C=CC=CC=2)(C2C=CC=CC=2)C2C=CC=CC=2)([P](C2C=CC=CC=2)(C2C=CC=CC=2)C2C=CC=CC=2)[P](C2C=CC=CC=2)(C2C=CC=CC=2)C2C=CC=CC=2)(C2C=CC=CC=2)C2C=CC=CC=2)=CC=1>[Br:1][C:2]1[CH:11]=[C:10]2[C:5]([C:6]([C:25]3[CH:24]=[CH:23][C:22]([Cl:21])=[CH:27][C:26]=3[Cl:28])=[CH:7][C:8](=[O:12])[O:9]2)=[CH:4][CH:3]=1 |f:2.3.4,^1:46,48,67,86|. Procedure: To a solution of the triflate from Step 1 (712 mg, 1.91 mmol) in 15 ml THF was added 2,4-dichlorophenyl boronic acid (400 mg, 2.10 mmol), (Ph3P)4Pd (110 mg, 0.095 mmol) and aqueous Na2CO3 (1.91 mL, 3.82 mmol). The mixture was heated at 70° C. for 2 h, cooled and partitioned between aqueous NH4Cl and EtOAc (50 mL each). The layers were separated and the aqueous phase was extracted with EtOAc (3×25 mL). The combined organic layers were dried over anhydrous MgSO4. The solvent was evaporated and the... Reactants: O(C1=CC=CC=C1)C(CCCl)C1=CC=CC=C1 (3-phenoxy-3-phenylpropylchloride), N (ammonia). Product: O(C1=CC=CC=C1)C(CCN)C1=CC=CC=C1 (3-phenoxy-3-phenylpropylamine). Reported procedure: Eight grams of 3-phenoxy-3-phenylpropylchloride were heated with 150 ml. of liquid ammonia in a high pressure reactor at 100° C. for 20 hours. The volatile constituents of the reaction mixture were evaporated, and the residue, comprising 3-phenoxy-3-phenylpropylamine formed in the above reaction, was dissolved in ethanol and the volatile constituents again removed by evaporation. The resulting residue was dissolved in a mixture of ether and 5 N aqueous sodium hydroxide. The ether layer was separ... The solvent is C(C)O (ethanol). RXN SMILES: [O:1]([CH:8]([C:12]1[CH:17]=[CH:16][CH:15]=[CH:14][CH:13]=1)[CH2:9][CH2:10]Cl)[C:2]1[CH:7]=[CH:6][CH:5]=[CH:4][CH:3]=1.[NH3:18]>C(O)C>[O:1]([CH:8]([C:12]1[CH:17]=[CH:16][CH:15]=[CH:14][CH:13]=1)[CH2:9][CH2:10][NH2:18])[C:2]1[CH:7]=[CH:6][CH:5]=[CH:4][CH:3]=1. Reactants: O (water), C([O-])([O-])=O.[Cs+].[Cs+] (Cesium carbonate), C(C)(C)(C)OC(=O)N1C(C2=C(CC1)NC(=C2I)C2=NC(=NC=C2)N)=O (2-(2-amino-pyrimidin-4-yl)-3-iodo-4-oxo-1,4,6,7-tetrahydro-pyrrolo[3,2-c]pyridine-5-carboxylic acid tert-butyl ester), CI (Methyl iodide). Run in C(Cl)Cl (DCM), CN(C)C=O (DMF). Run at time 1 hour. The product is C(C)(C)(C)OC(=O)N1C(C2=C(CC1)N(C(=C2I)C2=NC(=NC=C2)N)C)=O (2-(2-amino-pyrimidin-4-yl)-3-iodo-1-methyl-4-oxo-1,4,6,7-tetrahydro-pyrrolo[3,2-c]pyridine-5-carboxylic acid tert-butyl ester). The yield is 59.4%. Reaction SMILES: [C:1](=O)([O-])[O-].[Cs+].[Cs+].[C:7]([O:11][C:12]([N:14]1[CH2:19][CH2:18][C:17]2[NH:20][C:21]([C:24]3[CH:29]=[CH:28][N:27]=[C:26]([NH2:30])[N:25]=3)=[C:22]([I:23])[C:16]=2[C:15]1=[O:31])=[O:13])([CH3:10])([CH3:9])[CH3:8].CI.O>CN(C=O)C.C(Cl)Cl>[C:7]([O:11][C:12]([N:14]1[CH2:19][CH2:18][C:17]2[N:20]([CH3:1])[C:21]([C:24]3[CH:29]=[CH:28][N:27]=[C:26]([NH2:30])[N:25]=3)=[C:22]([I:23])[C:16]=2[C:15]1=[O:31])=[O:13])([CH3:10])([CH3:8])[CH3:9] |f:0.1.2|. Procedure details: Cesium carbonate (2.17 g, 6.68 mmol) was added to a solution of 2-(2-amino-pyrimidin-4-yl)-3-iodo-4-oxo-1,4,6,7-tetrahydro-pyrrolo[3,2-c]pyridine-5-carboxylic acid tert-butyl ester (1.38 g, 3.03 mmol) in DMF (60 mL) and the mixture was stirred at room temperature for 1 h. Methyl iodide (0.948 g, 6.68 mmol) was then added and after 2 h stirring at room temperature, water (0.100 mL) and DCM (0.100 mL) were poured into the reaction vessel. The organic layer was separated, dried over Na2SO4, and con... Starting materials: N1C=NC2=C1C=CC(=C2)C2=C(OC1=CC(=C(C=C1F)S(=O)(=O)N(C1=NC=NS1)CC1=C(C=C(C=C1)OC)OC)F)C=CC(=C2)Cl (4-(2-(1H-benzo[d]imidazol-5-yl)-4-chlorophenoxy)-N-(2,4-dimethoxybenzyl)-2,5-difluoro-N-(1,2,4-thiadiazol-5-yl)benzenesulfonamide), FC(C(=O)O)(F)F (trifluoroacetic acid). Run in ClCCl (dichloromethane). Conditions: temperature 0 celsius, time 2 hour. The product is N1C=NC2=C1C=CC(=C2)C2=C(OC1=CC(=C(C=C1F)S(=O)(=O)NC1=NC=NS1)F)C=CC(=C2)Cl (4-(2-(1H-benzo[d]imidazol-5-yl)-4-chlorophenoxy)-2,5-difluoro-N-(1,2,4-thiadiazol-5-yl)benzenesulfonamide). Yield: 75.0%. RXN SMILES: [NH:1]1[C:5]2[CH:6]=[CH:7][C:8]([C:10]3[CH:44]=[C:43]([Cl:45])[CH:42]=[CH:41][C:11]=3[O:12][C:13]3[C:18]([F:19])=[CH:17][C:16]([S:20]([N:23](CC4C=CC(OC)=CC=4OC)[C:24]4[S:28][N:27]=[CH:26][N:25]=4)(=[O:22])=[O:21])=[C:15]([F:40])[CH:14]=3)=[CH:9][C:4]=2[N:3]=[CH:2]1.FC(F)(F)C(O)=O>ClCCl>[NH:1]1[C:5]2[CH:6]=[CH:7][C:8]([C:10]3[CH:44]=[C:43]([Cl:45])[CH:42]=[CH:41][C:11]=3[O:12][C:13]3[C:18]([F:19])=[CH:17][C:16]([S:20]([NH:23][C:24]4[S:28][N:27]=[CH:26][N:25]=4)(=[O:21])=[O:22])=[C:15]([F:40])[CH:14]=3)=[CH:9][C:4]=2[N:3]=[CH:2]1. Procedure details: To a solution of 4-(2-(1H-benzo[d]imidazol-5-yl)-4-chlorophenoxy)-N-(2,4-dimethoxybenzyl)-2,5-difluoro-N-(1,2,4-thiadiazol-5-yl)benzenesulfonamide (0.149 g, 0.22 mmol) in dichloromethane (5 mL) was added trifluoroacetic acid (1 mL) at 0° C. The reaction mixture was stirred for 2 h at 0° C. The mixture was concentrated in vacuo and the residue was suspended in methanol (20 mL) and filtered. The filtrate was concentrated in vacuo and the residue triturated in diethyl ether (5 mL) and suspended in ... The reactants are OC1CCN(Cc2ccccc2)CC1, CC(C)(C)[O-], CS(C)=O, Cc1cccnc1F, [K+]. Yields the product Cc1cccnc1OC1CCN(Cc2ccccc2)CC1. Reaction SMILES: [CH2:7]([c:8]1[cH:9][cH:10][cH:11][cH:12][cH:13]1)[N:14]1[CH2:15][CH2:16][CH:17]([OH:20])[CH2:18][CH2:19]1.[CH3:1][C:2]([CH3:3])([O-:4])[CH3:5].[CH3:29][S:30]([CH3:31])=[O:32].[F:21][c:22]1[n:23][cH:24][cH:25][cH:26][c:27]1[CH3:28].[K+:6]>>[CH2:7]([c:8]1[cH:9][cH:10][cH:11][cH:12][cH:13]1)[N:14]1[CH2:15][CH2:16][CH:17]([O:20][c:22]2[n:23][cH:24][cH:25][cH:26][c:27]2[CH3:28])[CH2:18][CH2:19]1.